Task: describe an organic reaction: reactants, conditions, products, and yield. Dataset: the Open Reaction Database (ORD), a public repository of structured organic reaction records Reactants: BrC=1C=NN2C1C(=CC(=C2)C=2C=NN(C2)C)OCC2CN(CCC2)C(=O)OC(C)(C)C (tert-butyl 3-({[3-bromo-6-(1-methyl-1H-pyrazol-4-yl)pyrazolo[1,5-a]pyridin-4-yl]oxy}methyl)piperidine-1-carboxylate), FC(C(=O)O)(F)F (Trifluoroacetic acid). Run in ClCCl (dichloromethane). Conditions: time 30 minute. Product: BrC=1C=NN2C1C(=CC(=C2)C=2C=NN(C2)C)OCC2CNCCC2 (3-bromo-6-(1-methyl-1H-pyrazol-4-yl)-4-(piperidin-3-ylmethoxy)pyrazolo[1,5-a]pyridine). As a reaction SMILES: [Br:1][C:2]1[CH:3]=[N:4][N:5]2[CH:10]=[C:9]([C:11]3[CH:12]=[N:13][N:14]([CH3:16])[CH:15]=3)[CH:8]=[C:7]([O:17][CH2:18][CH:19]3[CH2:24][CH2:23][CH2:22][N:21](C(OC(C)(C)C)=O)[CH2:20]3)[C:6]=12.FC(F)(F)C(O)=O>ClCCl>[Br:1][C:2]1[CH:3]=[N:4][N:5]2[CH:10]=[C:9]([C:11]3[CH:12]=[N:13][N:14]([CH3:16])[CH:15]=3)[CH:8]=[C:7]([O:17][CH2:18][CH:19]3[CH2:24][CH2:23][CH2:22][NH:21][CH2:20]3)[C:6]=12. Procedure: tert-butyl 3-({[3-bromo-6-(1-methyl-1H-pyrazol-4-yl)pyrazolo[1,5-a]pyridin-4-yl]oxy}methyl)piperidine-1-carboxylate (55.0 mg, 0.112 mmol) was dissolved in dichloromethane (3 ml) at 0° C. Trifluoroacetic acid (1.0 ml) was added and the solution was allowed to stir for 30 minutes. The solution was concentrated to a colorless oil, which was dissolved in 2 ml of methanol and eluted through a bicarbonate resin cartridge (StratoSpheres SPE, PL-HCO3 MP SPE), flushing with 10 mL of methanol. The solutio... The reactants are COc1ccc2c(c1)nc(NCCN(C)C)n[n+]2[O-], ClCCl, ClC(Cl)Cl, O=C(OC(=O)C(F)(F)F)C(F)(F)F, N, OO, O=C(O)C(F)(F)F. Yields the product COc1ccc2c(c1)[n+]([O-])c(NCCN(C)C)n[n+]2[O-]. RXN SMILES: [CH3:16][O:17][c:18]1[cH:19][cH:20][c:21]2[c:22]([n:23][c:24]([NH:28][CH2:29][CH2:30][N:31]([CH3:32])[CH3:33])[n:25][n+:26]2[O-:27])[cH:34]1.[Cl:42][CH2:43][Cl:44].[Cl:45][CH:46]([Cl:47])[Cl:48].[F:3][C:4]([F:5])([F:7])[C:8](=[O:6])[O:9][C:10](=[O:11])[C:12]([F:13])([F:14])[F:15].[NH3:49].[OH:1][OH:2].[OH:35][C:36]([C:37]([F:38])([F:39])[F:40])=[O:41]>>[O-:6][n+:23]1[c:22]2[c:21]([cH:20][cH:19][c:18]([O:17][CH3:16])[cH:34]2)[n+:26]([O-:27])[n:25][c:24]1[NH:28][CH2:29][CH2:30][N:31]([CH3:32])[CH3:33].